This data is from the Open Reaction Database (ORD), a public repository of structured organic reaction records. The task is: describe an organic reaction: reactants, conditions, products, and yield The reactants are CC(C)S (2-Propanethiol), ClC=1C2=C(SC1C(=O)N)C=CC(=C2)OC (3-chloro-5-methoxybenzo[b]thiophene-2-carboxamide), C1(=NNCCCCCCCC1)C1=CCCCCCCCCC1 (Diazabicycloundecene), CC(C)S (2-propanethiol), C1(=NNCCCCCCCC1)C1=CCCCCCCCCC1 (DBU). Solvent: C(C)(=O)OCC (ethyl acetate), CN(C)C=O (DMF). Run at temperature 80 celsius, time 6 hour. The product is COC1=CC2=C(SC(=C2SC(C)C)C(=O)N)C=C1 (5-methoxy-3-[(1-methylethyl)thio]benzo[b]thiophene-2-carboxamide). Isolated yield 80.0%. RXN SMILES: [CH3:1][CH:2]([SH:4])[CH3:3].Cl[C:6]1[C:7]2[CH:17]=[C:16]([O:18][CH3:19])[CH:15]=[CH:14][C:8]=2[S:9][C:10]=1[C:11]([NH2:13])=[O:12].C1(C2CCCCCCCCCC=2)CCCCCCCCNN=1>CN(C=O)C.C(OCC)(=O)C>[CH3:19][O:18][C:16]1[CH:15]=[CH:14][C:8]2[S:9][C:10]([C:11]([NH2:13])=[O:12])=[C:6]([S:4][CH:2]([CH3:3])[CH3:1])[C:7]=2[CH:17]=1. Procedure details: 2-Propanethiol (1.1 mL, 12.4 mmol) is added to a suspension of 3-chloro-5-methoxybenzo[b]thiophene-2-carboxamide (3.00 g, 12.4 mmol) in 24 mL of DMF. Diazabicycloundecene (DBU) (1.8 mL, 12.4 mmol) is added and the mixture is warmed to 80° C. After 6 hours, additional amounts of 2-propanethiol (110 μL) and of DBU (180 μL) are added. Heating is continued for 1 hour. The reaction mixture is allowed to cool and then is diluted with ethyl acetate and washed with 1N NaOH, 1N HCl, water, and brine. The... Reactants: COCOc1cc(-c2nc(C)no2)ccc1C, CC(C)O, Cl, C1CCOC1, C1COCCO1. Yields the product Cc1noc(-c2ccc(C)c(O)c2)n1. Reaction SMILES: [CH3:1][O:2][CH2:3][O:4][c:5]1[cH:6][c:7](-[c:12]2[n:13][c:14]([CH3:17])[n:15][o:16]2)[cH:8][cH:9][c:10]1[CH3:11].[CH:19]([OH:20])([CH3:21])[CH3:22].[ClH:18].[O:23]1[CH2:24][CH2:25][CH2:26][CH2:27]1.[O:28]1[CH2:29][CH2:30][O:31][CH2:32][CH2:33]1>>[OH:4][c:5]1[cH:6][c:7](-[c:12]2[n:13][c:14]([CH3:17])[n:15][o:16]2)[cH:8][cH:9][c:10]1[CH3:11]. Reactants: [OH-].[Na+] (sodium hydroxide), S(=O)(=O)(OC)OC (dimethyl sulphate), ClC1=C(CO)C(=CC=C1)F (2-Chloro-6-fluorobenzyl alcohol). The reagents and catalysts are S(=O)(=O)(O)[O-].C(CCC)[N+](CCCC)(CCCC)CCCC (tetrabutyl-ammonium hydrogen-sulphate). Solvent: O (water), ClCCl (dichloromethane). Conditions: time 30 minute. The product is ClC1=C(C(=CC=C1)F)COC (1-chloro-3-fluoro-2-methoxymethylbenzene). Yield: 50.2%. As a reaction SMILES: [Cl:1][C:2]1[CH:9]=[CH:8][CH:7]=[C:6]([F:10])[C:3]=1[CH2:4][OH:5].[OH-].[Na+].S(OC)(O[CH3:17])(=O)=O>ClCCl.O.S([O-])(O)(=O)=O.C([N+](CCCC)(CCCC)CCCC)CCC>[Cl:1][C:2]1[CH:9]=[CH:8][CH:7]=[C:6]([F:10])[C:3]=1[CH2:4][O:5][CH3:17] |f:1.2,6.7|. Reported procedure: 2-Chloro-6-fluorobenzyl alcohol (50 g) was stirred in dichloromethane and a solution of sodium hydroxide (32 g) in water was added. After 30 minutes stirring the mixture was cooled to 0° C. when dimethyl sulphate (47 g) and tetrabutyl-ammonium hydrogen-sulphate (1 g) were added dropwise. The mixture was allowed to warm to room temperature and stirred for 3 hours. It was quenched with water and extracted with dichloromethane. The organic extract was washed with water, dried (anhydrous magnesium s... Starting materials: O (water), ClC1=C(C=C(C(=C1)I)I)Cl (1,2-dichloro-4,5-diiodobenzene), OC=1C=C(C=CC1)B(O)O (3-hydroxyphenylboronic acid), C(=O)([O-])[O-].[Na+].[Na+] (Na2CO3). Reagents/catalysts: C=1C=CC(=CC1)[P](C=2C=CC=CC2)(C=3C=CC=CC3)[Pd]([P](C=4C=CC=CC4)(C=5C=CC=CC5)C=6C=CC=CC6)([P](C=7C=CC=CC7)(C=8C=CC=CC8)C=9C=CC=CC9)[P](C=1C=CC=CC1)(C=1C=CC=CC1)C=1C=CC=CC1 (Pd(PPh3)4). Run in O1CCOCC1 (1,4-dioxane). Yields the product ClC1=CC(=C(C=C1Cl)C=1C=C(C=CC1)O)I (3-(4,5-Dichloro-2-iodophenyl)phenol). Isolated yield 21.9%. RXN SMILES: [Cl:1][C:2]1[CH:7]=[C:6](I)[C:5]([I:9])=[CH:4][C:3]=1[Cl:10].[OH:11][C:12]1[CH:13]=[C:14](B(O)O)[CH:15]=[CH:16][CH:17]=1.C([O-])([O-])=O.[Na+].[Na+].O>O1CCOCC1.C1C=CC([P]([Pd]([P](C2C=CC=CC=2)(C2C=CC=CC=2)C2C=CC=CC=2)([P](C2C=CC=CC=2)(C2C=CC=CC=2)C2C=CC=CC=2)[P](C2C=CC=CC=2)(C2C=CC=CC=2)C2C=CC=CC=2)(C2C=CC=CC=2)C2C=CC=CC=2)=CC=1>[Cl:10][C:3]1[C:2]([Cl:1])=[CH:7][C:6]([C:16]2[CH:17]=[C:12]([OH:11])[CH:13]=[CH:14][CH:15]=2)=[C:5]([I:9])[CH:4]=1 |f:2.3.4,^1:37,39,58,77|. Reported procedure: A mixture of 1,2-dichloro-4,5-diiodobenzene (1.5 g, 3.76 mmol), 3-hydroxyphenylboronic acid (0.52 g, 3.76 mmol), Na2CO3 (1.99 g, 18.8 mmol) and Pd(PPh3)4 (0.35 g, 0.30 mmol), in 1,4-dioxane (10 mL) and water (2 mL) was stirred at reflux under argon for 16 h. The mixture was allowed to cool to room temperature and then concentrated in vacuo. The residue was purified by flash column chromatography on silica gel (petroleum ether/ethyl acetate=20:1) to afford the desired product (300 mg, 22% yield).... Starting materials: ClC=1C=C(OCC(=O)O)C=CC1 (3-chlorophenoxyacetic acid), C(C)(C)OC(C)C (diisopropyl ether), [N+](=O)(O)[O-].O([N+](=O)[O-])CCN (2-nitroxyethylamine nitrate). Yields the product O([N+](=O)[O-])CCNC(COC1=CC(=CC=C1)Cl)=O (N-(2-Nitroxyethyl)-3-chlorophenoxyacetamide). Isolated yield 28.7%. RXN SMILES: [Cl:1][C:2]1[CH:3]=[C:4]([CH:10]=[CH:11][CH:12]=1)[O:5][CH2:6][C:7]([OH:9])=O.[N+]([O-])(O)=O.[O:17]([CH2:21][CH2:22][NH2:23])[N+:18]([O-:20])=[O:19].C(OC(C)C)(C)C>>[O:17]([CH2:21][CH2:22][NH:23][C:7](=[O:9])[CH2:6][O:5][C:4]1[CH:10]=[CH:11][CH:12]=[C:2]([Cl:1])[CH:3]=1)[N+:18]([O-:20])=[O:19] |f:1.2|. Procedure details: Following a similar treatment to that in Example 2 and using 0.79 g of 3-chlorophenoxyacetic acid and 0.6 g of 2-nitroxyethylamine nitrate, 0.28 g of the title compound was obtained as colorless needles (solvent for recrystallization; diisopropyl ether). Solvent: O (water), C(C)O (ethanol). Product: ClC=1C(=NC=C(C1)Cl)N1NC(CC1C(=O)OCC)=O (ethyl 2-(3,5-dichloropyridin-2-yl)-5-oxopyrazolidine-3-carboxylate). Procedure details: To a 500 mL flask, 300 mL anhydrous ethanol, sodium ethoxide (4.1 g, 61 mmol) and 3,5-dichloro-2-hydrazinylpyridine (10.00 g, 56 mmol) were added. The reaction mixture was heated to reflux for 5 minutes. Diethyl maleate (10.64 g, 61.0 mmol) was added dropwise and heated to reflux for 10 minutes. After being cooled to 65° C., the reaction mixture was neutralized with glacial acetic acid (13 g, 224 mmol) and diluted with 300 mL water. The mixture was cooled down to room temperature and the a preci... RXN SMILES: [O-]CC.[Na+].[Cl:5][C:6]1[C:7]([NH:13][NH2:14])=[N:8][CH:9]=[C:10]([Cl:12])[CH:11]=1.[C:15](OCC)(=[O:23])/[CH:16]=[CH:17]\[C:18]([O:20][CH2:21][CH3:22])=[O:19].C(O)(=O)C>O.C(O)C>[Cl:5][C:6]1[C:7]([N:13]2[CH:17]([C:18]([O:20][CH2:21][CH3:22])=[O:19])[CH2:16][C:15](=[O:23])[NH:14]2)=[N:8][CH:9]=[C:10]([Cl:12])[CH:11]=1 |f:0.1|. Reactants: C(C)(=O)O (acetic acid), [O-]CC.[Na+] (sodium ethoxide), ClC=1C(=NC=C(C1)Cl)NN (3,5-dichloro-2-hydrazinylpyridine), C(\C=C/C(=O)OCC)(=O)OCC (Diethyl maleate). Isolated yield 47.0%. Reaction conditions: temperature 65 celsius. The reactants are NC1=NNC(=C1)CCO (2-(3-amino-1H-pyrazol-5-yl)ethanol), P(Br)(Br)Br (PBr3). Run in C(Cl)Cl (DCM). Conditions: temperature -10 celsius. Yields the product BrCCC1=CC(=NN1)N (5-(2-bromoethyl)-1H-pyrazol-3-amine). Isolated yield 47.9%. RXN SMILES: [NH2:1][C:2]1[CH:6]=[C:5]([CH2:7][CH2:8]O)[NH:4][N:3]=1.P(Br)(Br)[Br:11]>C(Cl)Cl>[Br:11][CH2:8][CH2:7][C:5]1[NH:4][N:3]=[C:2]([NH2:1])[CH:6]=1. Procedure details: To a solution of 2-(3-amino-1H-pyrazol-5-yl)ethanol (13 g, 102.2 mmol) in DCM (200 mL) was added PBr3 (83 g, 306.7 mmol). The reaction mixture was heated under reflux for 3 h and then cooled to −10° C. and carefully quenched with aq satd Na2CO3 (200 mL). The resulting mixture was extracted with DCM (3×200 mL), and the Na2CO3 (200 mL). The resulting mixture was extracted with DCM (3×200 mL) combined organic layers were washed with brine, dried over anhydrous Na2SO4, and then concentrated in vacuo... Reactants: [N+](=O)(O)[O-] (nitric acid), NC1=CC=CC=2CCCCC12 (1-amino-5,6,7,8-tetrahydronaphtalene), C(C)(=O)OC(C)=O (acetic anhydride), ice water. Reaction conditions: time 30 minute. The product is C(C)(=O)NC1=C(C=CC=2CCCCC12)[N+](=O)[O-] (1-(Acetylamino)-2-nitro-5,6,7,8-tetrahydronaphtalene). As a reaction SMILES: [NH2:1][C:2]1[C:11]2[CH2:10][CH2:9][CH2:8][CH2:7][C:6]=2[CH:5]=[CH:4][CH:3]=1.[N+:12]([O-:15])(O)=[O:13].[C:16](OC(=O)C)(=[O:18])[CH3:17]>>[C:16]([NH:1][C:2]1[C:11]2[CH2:10][CH2:9][CH2:8][CH2:7][C:6]=2[CH:5]=[CH:4][C:3]=1[N+:12]([O-:15])=[O:13])(=[O:18])[CH3:17]. Reported procedure: A suspension of 1-amino-5,6,7,8-tetrahydronaphtalene (5 ml; 30 mmol) in acetic anhydride (75 ml) was stirred at ambient temperature for 30 min. After cooling to 15° C. nitric acid (1.5 ml, 65%) was added and the mixture was allowed to warm to room temperature. Stirring was continued overnight. The mixture was poured into ice-water and the oily precipitate was filtered off, washed with water and dried. This crude product was purified by column-chromatography on silica gel, using a mixture of ethy...